From a dataset of the Open Reaction Database (ORD), a public repository of structured organic reaction records. describe an organic reaction: reactants, conditions, products, and yield Starting materials: C1COCCO1, Cl, CC(C)(C)OC(=O)N1CCCC(c2cc(-c3c(O)cccc3OCc3ccccc3)nc(N)c2C=O)C1. The product is Cl, Nc1nc(-c2c(O)cccc2OCc2ccccc2)cc(C2CCCNC2)c1C=O. Reaction SMILES: [CH2:39]1[O:40][CH2:41][CH2:42][O:43][CH2:44]1.[ClH:38].[NH2:1][c:2]1[n:3][c:4](-[c:23]2[c:24]([O:30][CH2:31][c:32]3[cH:33][cH:34][cH:35][cH:36][cH:37]3)[cH:25][cH:26][cH:27][c:28]2[OH:29])[cH:5][c:6]([CH:10]2[CH2:11][N:12]([C:16]([O:17][C:18]([CH3:19])([CH3:20])[CH3:21])=[O:22])[CH2:13][CH2:14][CH2:15]2)[c:7]1[CH:8]=[O:9]>>[ClH:38].[NH2:1][c:2]1[n:3][c:4](-[c:23]2[c:24]([O:30][CH2:31][c:32]3[cH:33][cH:34][cH:35][cH:36][cH:37]3)[cH:25][cH:26][cH:27][c:28]2[OH:29])[cH:5][c:6]([CH:10]2[CH2:11][NH:12][CH2:13][CH2:14][CH2:15]2)[c:7]1[CH:8]=[O:9]. Starting materials: Nc1cccc(F)c1Br, O=C(Cl)C=Cc1ccccc1, ClCCl, c1ccncc1. The product is O=C(C=Cc1ccccc1)Nc1cccc(F)c1Br. Reaction SMILES: [Br:1][c:2]1[c:3]([NH2:4])[cH:5][cH:6][cH:7][c:8]1[F:9].[C:16]([CH:17]=[CH:18][c:19]1[cH:20][cH:21][cH:22][cH:23][cH:24]1)(=[O:25])[Cl:26].[Cl:27][CH2:28][Cl:29].[cH:10]1[cH:11][cH:12][n:13][cH:14][cH:15]1>>[Br:1][c:2]1[c:3]([NH:4][C:16]([CH:17]=[CH:18][c:19]2[cH:20][cH:21][cH:22][cH:23][cH:24]2)=[O:25])[cH:5][cH:6][cH:7][c:8]1[F:9]. Starting materials: C(C)C(C(=O)NC(C(=O)[O-])C(=O)[O-])CC (diethylacetamidomalonate), [O-]CC.[Na+] (sodium ethoxide), O1CCOCC1 (dioxane), BrCC1=CC=C(C=C1)C#N (alpha-bromo-p-toluonitrile), [I-].[K+] (potassium iodide). Conditions: time 8 hour. Product: C(#N)C1=CC=C(CCC(=O)NC(C(=O)OCC)C(=O)OCC)C=C1 (diethyl 4-cyanobenzylacetamidomalonate). The yield is 91.0%. RXN SMILES: C([CH:3]([CH2:14][CH3:15])[C:4]([NH:6][CH:7]([C:11]([O-:13])=[O:12])[C:8]([O-:10])=[O:9])=[O:5])C.BrCC1[CH:23]=[CH:22][C:21]([C:24]#[N:25])=[CH:20][CH:19]=1.[I-].[K+].[O-][CH2:29][CH3:30].[Na+].O1CCO[CH2:34][CH2:33]1>>[C:24]([C:21]1[CH:20]=[CH:19][C:15]([CH2:14][CH2:3][C:4]([NH:6][CH:7]([C:11]([O:13][CH2:29][CH3:30])=[O:12])[C:8]([O:10][CH2:33][CH3:34])=[O:9])=[O:5])=[CH:23][CH:22]=1)#[N:25] |f:2.3,4.5|. Reported procedure: Suspend diethylacetamidomalonate (44 g, 0.203 mol), alpha-bromo-p-toluonitrile (40 g, 0.204 mol), potassium iodide (10 g) in dioxane (400 mL) and add a solution of sodium ethoxide (4.6 g of sodium in 200 mL of dry ethanol). Heat under reflux the mixture for 3-4 hours and let stay overnight. Pour the mixture on ice (2 L), filtrate the precipitate, wash with water and dry on lyophyliser. Recrystallize from methanol, to give diethyl 4-cyanobenzylacetamidomalonate as white crystals (61 g, 91%). The reactants are C(C)(=O)NC1=CC(=C(C=C1Cl)O)Cl (4-acetylamino-2,5-dichlorophenol), [OH-].[K+] (potassium hydroxide), FC(C(=C(F)F)F)(F)F (hexafluoropropylene). The solvent is CN(C=O)C (dimethylformamide). Run at temperature 70 celsius, time 20 hour. Yields the product C(C)(=O)NC1=CC(=C(C=C1Cl)OC(C(C(F)(F)F)F)(F)F)Cl (4-acetylamino-2,5-dichloro-1-(1,1,2,3,3,3-hexafluoropropyloxy)benzene), crystals. Reaction SMILES: [C:1]([NH:4][C:5]1[C:10]([Cl:11])=[CH:9][C:8]([OH:12])=[C:7]([Cl:13])[CH:6]=1)(=[O:3])[CH3:2].[OH-].[K+].[F:16][C:17]([F:24])([F:23])[C:18]([F:22])=[C:19]([F:21])[F:20]>CN(C)C=O>[C:1]([NH:4][C:5]1[C:10]([Cl:11])=[CH:9][C:8]([O:12][C:19]([F:21])([F:20])[CH:18]([F:22])[C:17]([F:24])([F:23])[F:16])=[C:7]([Cl:13])[CH:6]=1)(=[O:3])[CH3:2] |f:1.2|. Procedure: 47 g of 4-acetylamino-2,5-dichlorophenol together with 154 g of 90% potassium hydroxide solution and 130 ml of dimethylformamide are stirred in an autoclave. 75.8 g of hexafluoropropylene are then pressed into the closed autoclave. The mixture is stirred for 20 hours at 70° C. under the pressure existing in the autoclave. After cooling, the mixture is concentrated by rotary evaporation and the residue is dissolved in methylene chloride. The resultant solution is washed with water, dried over Na2... Reactants: NC1=C(N)C=C(C(=C1)Cl)S(N)(=O)=O (2-amino-4-chloro-5-sulfamylaniline), C(C(C)C)(=O)O (isobutyric acid), [OH-].[NH4+] (ammonium hydroxide). The solvent is Cl (hydrochloric acid). Conditions: temperature 50 celsius, time 5 minute. Yields the product ClC1=CC2=C(NC(=N2)C(C)C)C=C1S(N)(=O)=O (5-Chloro-2-Isopropyl-6-Sulfamyl-1H-Benzimidazole). As a reaction SMILES: [NH2:1][C:2]1[CH:8]=[C:7]([Cl:9])[C:6]([S:10](=[O:13])(=[O:12])[NH2:11])=[CH:5][C:3]=1[NH2:4].[C:14](O)(=O)[CH:15]([CH3:17])[CH3:16].[OH-].[NH4+]>Cl>[Cl:9][C:7]1[C:6]([S:10](=[O:12])(=[O:13])[NH2:11])=[CH:5][C:3]2[NH:4][C:14]([CH:15]([CH3:17])[CH3:16])=[N:1][C:2]=2[CH:8]=1 |f:2.3|. Procedure details: To 50 ml of 4 N hydrochloric acid containing 11.8 g of 2-amino-4-chloro-5-sulfamylaniline was added 7.0 g of isobutyric acid and the suspension refluxed for 6 hours. The mixture was concentraded in vacuo to a solid and the solid then added with stirring to 38% ammonium hydroxide and stirred for thirty minutes at 50° C. The solid was collected by filtration, air dried, dissolved in isopropanol, and charcoal added. After boiling for five minutes, the suspension was filtered, cooled, and then filte... Starting materials: C(CCC)[Li] (n-butyllithium), BrC1=C2C=CNC2=CC(=C1)C(F)(F)F (4-bromo-6-(trifluoromethyl)-1H-indole), CN(C=O)C (dimethylformamide). Run in [Cl-].[Na+].O (brine), O1CCCC1 (tetrahydrofuran). Run at temperature -78 celsius, time 15 minute. Product: FC(C=1C=C(C=2C=CNC2C1)C=O)(F)F (6-(Trifluoromethyl)-1H-indole-4-carbaldehyde). RXN SMILES: Br[C:2]1[CH:10]=[C:9]([C:11]([F:14])([F:13])[F:12])[CH:8]=[C:7]2[C:3]=1[CH:4]=[CH:5][NH:6]2.C([Li])CCC.CN(C)[CH:22]=[O:23]>O1CCCC1.[Cl-].[Na+].O>[F:12][C:11]([F:14])([F:13])[C:9]1[CH:10]=[C:2]([CH:22]=[O:23])[C:3]2[CH:4]=[CH:5][NH:6][C:7]=2[CH:8]=1 |f:4.5.6|. Procedure: A solution of 4-bromo-6-(trifluoromethyl)-1H-indole (5.23 g, 19.81 mmol) in tetrahydrofuran (20 ml) was cooled to −78 ° C. and treated slowly with n-butyllithium (1.6 M solution in hexanes, 39.6 ml, 63.4 mmol). The solution was stirred for 15 min at −78 ° C., and then treated with dimethylformamide (7.67 ml, 99 mmol), and stirred for 30 minutes more, allowing the reaction to warm to ambient temperature. The resulting solution was poured into brine and extracted with ethyl acetate. The pooled org... Reactants: [BH4-], CCO, CCOC(=O)C=C(C)C=CCC(C)CCC=C(C)C, [K+], [Na+], [OH-], O. The product is CCOC(=O)C=C(C)C=CCC(C)CCCC(C)(C)OCC. Reaction SMILES: [BH4-:25].[CH3:1][CH2:2][OH:3].[CH3:4][C:5](=[CH:6][C:7](=[O:8])[O:9][CH2:10][CH3:11])[CH:12]=[CH:13][CH2:14][CH:15]([CH2:16][CH2:17][CH:18]=[C:19]([CH3:20])[CH3:21])[CH3:22].[K+:24].[Na+:26].[OH-:23].[OH2:27]>>[CH3:1][CH2:2][O:3][C:19]([CH2:18][CH2:17][CH2:16][CH:15]([CH2:14][CH:13]=[CH:12][C:5]([CH3:4])=[CH:6][C:7](=[O:8])[O:9][CH2:10][CH3:11])[CH3:22])([CH3:20])[CH3:21]. The reactants are COC(CCCCCNC=1C2=C(N=CN1)OC(=C2)C2=CC=CC=C2)=O (6-[(6-phenylfuro[2,3-d]pyrimidin-4-yl)amino]hexanoic acid methyl ester), BrN1C(CCC1=O)=O (N-bromosuccinimide). The solvent is ClC(Cl)(Cl)Cl (tetrachloromethane). The product is COC(CCCCCNC=1C2=C(N=CN1)OC(=C2Br)C2=CC=CC=C2)=O (6-[(5-Bromo-6-phenylfuro[2,3-d]pyrimidin-4-yl)amino]hexanoic acid methyl ester). As a reaction SMILES: [CH3:1][O:2][C:3](=[O:25])[CH2:4][CH2:5][CH2:6][CH2:7][CH2:8][NH:9][C:10]1[C:11]2[CH:18]=[C:17]([C:19]3[CH:24]=[CH:23][CH:22]=[CH:21][CH:20]=3)[O:16][C:12]=2[N:13]=[CH:14][N:15]=1.[Br:26]N1C(=O)CCC1=O>ClC(Cl)(Cl)Cl>[CH3:1][O:2][C:3](=[O:25])[CH2:4][CH2:5][CH2:6][CH2:7][CH2:8][NH:9][C:10]1[C:11]2[C:18]([Br:26])=[C:17]([C:19]3[CH:20]=[CH:21][CH:22]=[CH:23][CH:24]=3)[O:16][C:12]=2[N:13]=[CH:14][N:15]=1. Procedure details: Put 1.75 g (5.15 mmol) 6-[(6-phenylfuro[2,3-d]pyrimidin-4-yl)amino]hexanoic acid methyl ester in 5.2 ml tetrachloromethane. At RT, add 1.054 g (5.92 mmol) N-bromosuccinimide and then heat the mixture under reflux for approx. 1 h. After cooling, concentrate by vacuum evaporation and chromatograph the residue on silica gel (solvent: cyclohexane/ethyl acetate 4:1). 0.89 g (41.2% of theor.) of the target compound is obtained. Starting materials: CN([C@H]1CN(CC1)C=1C2=C(N=CN1)N(C=C2)COCC[Si](C)(C)C)C2=NC=C(C=C2)[N+](=O)[O-] ((R)-methyl-(5-nitro-pyridin-2-yl)-{1-[7-(2-trimethylsilanyl-ethoxymethyl)-7H-pyrrolo[2,3-d]pyrimidin-4-yl]-pyrrolidin-3-yl}-amine). Reagents/catalysts: [Ni] (Ni). Run in CO (methanol). Run at time 18 hour. Yields the product CN(C1=NC=C(C=C1)N)[C@H]1CN(CC1)C=1C2=C(N=CN1)N(C=C2)COCC[Si](C)(C)C ((R)—N2-Methyl-N2-{1-[7-(2-trimethylsilanyl-ethoxymethyl)-7H-pyrrolo[2,3-d]pyrimidin-4-yl]-pyrrolidin-3-yl}-pyridine-2,5-diamine). As a reaction SMILES: [CH3:1][N:2]([C:25]1[CH:30]=[CH:29][C:28]([N+:31]([O-])=O)=[CH:27][N:26]=1)[C@@H:3]1[CH2:7][CH2:6][N:5]([C:8]2[C:9]3[CH:16]=[CH:15][N:14]([CH2:17][O:18][CH2:19][CH2:20][Si:21]([CH3:24])([CH3:23])[CH3:22])[C:10]=3[N:11]=[CH:12][N:13]=2)[CH2:4]1>CO.[Ni]>[CH3:1][N:2]([C@@H:3]1[CH2:7][CH2:6][N:5]([C:8]2[C:9]3[CH:16]=[CH:15][N:14]([CH2:17][O:18][CH2:19][CH2:20][Si:21]([CH3:22])([CH3:24])[CH3:23])[C:10]=3[N:11]=[CH:12][N:13]=2)[CH2:4]1)[C:25]1[CH:30]=[CH:29][C:28]([NH2:31])=[CH:27][N:26]=1. Procedure: To a solution of (R)-methyl-(5-nitro-pyridin-2-yl)-{1-[7-(2-trimethylsilanyl-ethoxymethyl)-7H-pyrrolo[2,3-d]pyrimidin-4-yl]-pyrrolidin-3-yl}-amine (10 mmol) in methanol (100 mL) was added Raney Ni. The mixture was stirred at room temperature for 18 hours under 1 atm of H2. After filtration, it was concentrated to give the title compound. The reactants are Compound 43a, C(CCCCCC)OC1=CC(=C(C=C1N)O)[N+](=O)[O-] (4-(Heptyloxy)-2-nitro-5-aminophenol), N(=O)[O-].[Na+] (sodium nitrite), Cl.C(C)O (HCl ethanol), C[C@@H](CCCCCC)OC1=CC(=C(C=C1N=NC1=C(C=C(C(=C1)O[C@H](CCCCCC)C)N(C)C)O)O)[N+](=O)[O-] ((S)-4-(1-Methylheptyloxy)-5-[(S)-5'-(1-methylheptyloxy)-2'-hydroxy-4'-(N,N-dimethylamino)-phenylazo]-2-nitrophenol), crude product. Solvent: N1=CC=CC=C1 (pyridine). Product: C(CCCCCC)OC1=CC(=C(C=C1N=NC1=C(C=C(C(=C1)O[C@H](CCCCCC)C)N(C)C)O)O)[N+](=O)[O-] (4-(Heptyloxy)-5-[(S)-5'-(1-methylheptyloxy)-2'-hydroxy-4'-(N,N-dimethylamino)-phenylazo]-2-nitrophenol). Yield: 46.0%. Reaction SMILES: C(OC1C(N)=CC(O)=C([N+]([O-])=O)C=1)CCCCCC.N([O-])=O.[Na+].Cl.C(O)C.C[C@H:29]([O:36][C:37]1[C:42]([N:43]=[N:44][C:45]2[CH:50]=[C:49]([O:51][C@@H:52]([CH3:59])[CH2:53][CH2:54][CH2:55][CH2:56][CH2:57][CH3:58])[C:48]([N:60]([CH3:62])[CH3:61])=[CH:47][C:46]=2[OH:63])=[CH:41][C:40]([OH:64])=[C:39]([N+:65]([O-:67])=[O:66])[CH:38]=1)[CH2:30][CH2:31][CH2:32][CH2:33][CH2:34][CH3:35]>N1C=CC=CC=1>[CH2:29]([O:36][C:37]1[C:42]([N:43]=[N:44][C:45]2[CH:50]=[C:49]([O:51][C@@H:52]([CH3:59])[CH2:53][CH2:54][CH2:55][CH2:56][CH2:57][CH3:58])[C:48]([N:60]([CH3:61])[CH3:62])=[CH:47][C:46]=2[OH:63])=[CH:41][C:40]([OH:64])=[C:39]([N+:65]([O-:67])=[O:66])[CH:38]=1)[CH2:30][CH2:31][CH2:32][CH2:33][CH2:34][CH3:35] |f:1.2,3.4|. Reported procedure: Compound 43a (388 mg, 1.46 mmol), compound 51b (392 mg, 1.46 mmol), 0.1M aqueous sodium nitrite (14.5 ml), and pyridine (4.5 ml) in 39 ml of a 15% HCl/ethanol solution were reacted according to the procedure for compound 52a. The crude product was adsorbed onto silica gel and purified via flash chromatography with gradual elutions from 90/5/5 to 75/20/5 (Hex/EtOAc/dichloromethane). Recrystallization from hexanes yielded 370 mg (46%) of a metallic green solid.